From a dataset of the Open Reaction Database (ORD), a public repository of structured organic reaction records. describe an organic reaction: reactants, conditions, products, and yield Reactants: OC1=CC=C(C=O)C=C1 (4-hydroxybenzaldehyde), C1(=CC=CC=C1)C(CCO)(C1=CC=CC=C1)C1=CC=CC=C1 (3,3,3-triphenylpropanol). Yields the product C1(=CC=CC=C1)C(CCOC1=CC=C(C=O)C=C1)(C1=CC=CC=C1)C1=CC=CC=C1 (4-(3,3,3-triphenylpropoxy)benzaldehyde). Reaction SMILES: [OH:1][C:2]1[CH:9]=[CH:8][C:5]([CH:6]=[O:7])=[CH:4][CH:3]=1.[C:10]1([C:16]([C:26]2[CH:31]=[CH:30][CH:29]=[CH:28][CH:27]=2)([C:20]2[CH:25]=[CH:24][CH:23]=[CH:22][CH:21]=2)[CH2:17][CH2:18]O)[CH:15]=[CH:14][CH:13]=[CH:12][CH:11]=1>>[C:10]1([C:16]([C:20]2[CH:21]=[CH:22][CH:23]=[CH:24][CH:25]=2)([C:26]2[CH:27]=[CH:28][CH:29]=[CH:30][CH:31]=2)[CH2:17][CH2:18][O:1][C:2]2[CH:9]=[CH:8][C:5]([CH:6]=[O:7])=[CH:4][CH:3]=2)[CH:11]=[CH:12][CH:13]=[CH:14][CH:15]=1. Procedure details: By the method of example 12, 4-hydroxybenzaldehyde was condensed with 3,3,3-triphenylpropanol to provide 4-(3,3,3-triphenylpropoxy)benzaldehyde, a white solid, mp 127°-130° C. after recrystallization from hexane (58% yield). This material (4.0 g, 10.2 mmol) was suspended in ethanol (100 mL), and sodium borohydride (0.2 g, 5.0 mmol) was added. After 3 hr, aqueous 1N HCl was added dropwise until gas evolution ceased. Precipitated boric acid was removed by filtration, and the flitrate concentrated ...